This data is from the Open Reaction Database (ORD), a public repository of structured organic reaction records. The task is: describe an organic reaction: reactants, conditions, products, and yield Reactants: ClCCl, CCOC=C(C(=O)OCC)C(=O)c1ccc(I)cc1Cl, NC1CCCCC1. Yields the product CCOC(=O)C(=CNC1CCCCC1)C(=O)c1ccc(I)cc1Cl. Reaction SMILES: [CH2:28]([Cl:29])[Cl:30].[Cl:1][c:2]1[c:3]([C:4](=[O:5])[C:6]([C:7](=[O:8])[O:9][CH2:10][CH3:11])=[CH:12][O:13][CH2:14][CH3:15])[cH:16][cH:17][c:18]([I:20])[cH:19]1.[NH2:21][CH:22]1[CH2:23][CH2:24][CH2:25][CH2:26][CH2:27]1>>[Cl:1][c:2]1[c:3]([C:4](=[O:5])[C:6]([C:7](=[O:8])[O:9][CH2:10][CH3:11])=[CH:12][NH:21][CH:22]2[CH2:23][CH2:24][CH2:25][CH2:26][CH2:27]2)[cH:16][cH:17][c:18]([I:20])[cH:19]1. The product is CCN(C(=O)OCc1ccccc1)C1CCC2(CC1)OCCO2. Reactants: O=C(Cl)OCc1ccccc1, CCNC1CCC2(CC1)OCCO2, C1CCOC1. RXN SMILES: [CH2:14]([c:15]1[cH:16][cH:17][cH:18][cH:19][cH:20]1)[O:21][C:22](=[O:23])[Cl:24].[CH2:1]([CH3:2])[NH:3][CH:4]1[CH2:5][CH2:6][C:7]2([O:8][CH2:9][CH2:10][O:11]2)[CH2:12][CH2:13]1.[CH2:25]1[O:26][CH2:27][CH2:28][CH2:29]1>>[CH2:1]([CH3:2])[N:3]([CH:4]1[CH2:5][CH2:6][C:7]2([O:8][CH2:9][CH2:10][O:11]2)[CH2:12][CH2:13]1)[C:22]([O:21][CH2:14][c:15]1[cH:16][cH:17][cH:18][cH:19][cH:20]1)=[O:23]. The reactants are CC(C)(C)C=1N=C(SC1)NC(=O)C(=O)OCC (Ethyl 4-(2-methyl-2-propyl)thiazol-2-ylcarbamoylcarboxylate), O (water), C([O-])([O-])=O.[K+].[K+] (potassium carbonate). Run in C(C)O (ethanol), C(C)O (ethanol). Product: CC(C)(C)C=1N=C(SC1)NC(=O)C(=O)O (4-(2-methyl-2-propyl)thiazol-2-ylcarbamoylcarboxylic Acid). As a reaction SMILES: [CH3:1][C:2]([C:5]1[N:6]=[C:7]([NH:10][C:11]([C:13]([O:15]CC)=[O:14])=[O:12])[S:8][CH:9]=1)([CH3:4])[CH3:3].O.C(=O)([O-])[O-].[K+].[K+]>C(O)C>[CH3:4][C:2]([C:5]1[N:6]=[C:7]([NH:10][C:11]([C:13]([OH:15])=[O:14])=[O:12])[S:8][CH:9]=1)([CH3:1])[CH3:3] |f:2.3.4|. Procedure: Ethyl 4-(2-methyl-2-propyl)thiazol-2-ylcarbamoylcarboxylate (1.3 g., 5 mmoles) was combined with 40 ml. of water, 20 ml. of ethanol and 5 ml. of 1 N potassium carbonate and the mixture heated on a steam bath for 10 minutes. Completion of reaction was determined by tlc. The solution was stripped of ethanol and the aqueous residue clarified by filtration. The filtrate was cooled in an ice-water bath and the product (1.02 g.) precipitated by acidification with 1 N hydrochloric acid. Recrystallizati... Reactants: CCN1CCCOc2cc(N)ccc21, C#CCNC(=O)c1cccc(F)c1Nc1nc(Cl)ncc1Cl. The product is C#CCNC(=O)c1cccc(F)c1Nc1nc(Nc2ccc3c(c2)OCCCN3CC)ncc1Cl. Reaction SMILES: [CH2:1]([CH3:2])[N:3]1[CH2:4][CH2:5][CH2:6][O:7][c:8]2[c:9]1[cH:10][cH:11][c:12]([NH2:14])[cH:13]2.[Cl:15][c:16]1[n:17][cH:18][c:19]([Cl:36])[c:20]([NH:22][c:23]2[c:24]([C:25](=[O:26])[NH:27][CH2:28][C:29]#[CH:30])[cH:31][cH:32][cH:33][c:34]2[F:35])[n:21]1>>[CH2:1]([CH3:2])[N:3]1[CH2:4][CH2:5][CH2:6][O:7][c:8]2[c:9]1[cH:10][cH:11][c:12]([NH:14][c:16]1[n:17][cH:18][c:19]([Cl:36])[c:20]([NH:22][c:23]3[c:24]([C:25](=[O:26])[NH:27][CH2:28][C:29]#[CH:30])[cH:31][cH:32][cH:33][c:34]3[F:35])[n:21]1)[cH:13]2. Reactants: [H-].[Na+] (sodium hydride), O (water), ice, C(C)SC=1NC=2C(N1)=C(SC2C)C(=O)OC (methyl 2-ethylthio-4-methylthieno[3,4-d]imidazole-6-carboxylate), ice, ClC(C1=NC(=NO1)C1=C(C=CC=C1)C1=CC=C(C=C1)CBr)(Cl)Cl ([2'-(5-trichloromethyl-1,2,4-oxadiazol-3-yl)biphenyl-4-yl]methyl bromide). Solvent: CN(C)C=O (DMF). Reaction conditions: time 10 minute. Yields the product C(C)SC1=NC=2C(N1CC1=CC=C(C=C1)C1=C(C=CC=C1)C1=NOC(=N1)C(Cl)(Cl)Cl)=C(SC2C)C(=O)OC (Methyl 2-ethylthio-4-methyl-1-[2'-(5-trichloromethyl-1,2,4-oxadiazol-3-yl)biphenyl-4yl]methylthieno[3,4-d]imidazole-6-carboxylate), product. Yield: 58.0%. RXN SMILES: [CH2:1]([S:3][C:4]1[NH:5][C:6]2[C:7](=[C:9]([C:13]([O:15][CH3:16])=[O:14])[S:10][C:11]=2[CH3:12])[N:8]=1)[CH3:2].[H-].[Na+].[Cl:19][C:20]([Cl:41])([Cl:40])[C:21]1[O:25][N:24]=[C:23]([C:26]2[CH:31]=[CH:30][CH:29]=[CH:28][C:27]=2[C:32]2[CH:37]=[CH:36][C:35]([CH2:38]Br)=[CH:34][CH:33]=2)[N:22]=1.O>CN(C=O)C>[CH2:1]([S:3][C:4]1[N:8]([CH2:38][C:35]2[CH:36]=[CH:37][C:32]([C:27]3[CH:28]=[CH:29][CH:30]=[CH:31][C:26]=3[C:23]3[N:22]=[C:21]([C:20]([Cl:40])([Cl:19])[Cl:41])[O:25][N:24]=3)=[CH:33][CH:34]=2)[C:7]2=[C:9]([C:13]([O:15][CH3:16])=[O:14])[S:10][C:11]([CH3:12])=[C:6]2[N:5]=1)[CH3:2] |f:1.2|. Procedure details: To an ice-cooling solution of methyl 2-ethylthio-4-methylthieno[3,4-d]imidazole-6-carboxylate (3 g) in DMF (20 ml) was added sodium hydride (60%, oil) (0.56 g), and the mixture was stirred for 10 minutes. To the ice-cooling mixture was added [2'-(5-trichloromethyl-1,2,4-oxadiazol-3-yl)biphenyl-4-yl]methyl bromide (6.1 g), and the mixture was stirred for two hours at room temperature. To the reaction mixture was added water, and the mixture was extracted with ethyl acetate. The organic layer was ...